Dataset: the Open Reaction Database (ORD), a public repository of structured organic reaction records. Task: describe an organic reaction: reactants, conditions, products, and yield Reactants: COC([C@H](CC(C)(F)F)N1C(C=C(C1)OC1=C(C=CC=C1)Cl)=O)=O ((S)-2-[4-(2-chloro-phenoxy)-2-oxo-2,5-dihydro-pyrrol-1-yl]-4,4-difluoro-pentanoic acid methyl ester), O1CCCC1 (tetrahydrofuran), O.[OH-].[Li+] (lithium hydroxide monohydrate). The solvent is O (water). Run at temperature 25 celsius, time 1.5 hour. The product is ClC1=C(OC2=CC(N(C2)[C@H](C(=O)O)CC(C)(F)F)=O)C=CC=C1 ((S)-2-[4-(2-chloro-phenoxy)-2-oxo-2,5-dihydro-pyrrol-1-yl]-4,4-difluoro-pentanoic acid). Yield: 96.4%. As a reaction SMILES: C[O:2][C:3](=[O:24])[C@@H:4]([N:10]1[CH2:14][C:13]([O:15][C:16]2[CH:21]=[CH:20][CH:19]=[CH:18][C:17]=2[Cl:22])=[CH:12][C:11]1=[O:23])[CH2:5][C:6]([F:9])([F:8])[CH3:7].O1CCCC1.O.[OH-].[Li+]>O>[Cl:22][C:17]1[CH:18]=[CH:19][CH:20]=[CH:21][C:16]=1[O:15][C:13]1[CH2:14][N:10]([C@@H:4]([CH2:5][C:6]([F:9])([F:8])[CH3:7])[C:3]([OH:24])=[O:2])[C:11](=[O:23])[CH:12]=1 |f:2.3.4|. Procedure: In a flask was placed (S)-2-[4-(2-chloro-phenoxy)-2-oxo-2,5-dihydro-pyrrol-1-yl]-4,4-difluoro-pentanoic acid methyl ester (139 mg, 0.39 mmol) in a 1:1 solution of tetrahydrofuran:water (8 mL) which was treated with lithium hydroxide monohydrate (35 mg, 0.78 mmol) and stirred for 1.5 h at 25° C. After such time, the mixture was concentrated in vacuo to remove the tetrahydrofuran and partioned between 1N aqueous hydrochloric acid (10 mL) and ethyl acetate (10 mL). The organic layer was separated, ... Reactants: ClCCl, CCCCC(O)c1cc(C)ccc1Oc1ccnc2cc(OC)c(OC)cc12, O. Yields the product CCCCC(=O)c1cc(C)ccc1Oc1ccnc2cc(OC)c(OC)cc12. Reaction SMILES: [CH2:30]([Cl:31])[Cl:32].[CH3:1][O:2][c:3]1[cH:4][c:5]2[c:6]([O:15][c:16]3[c:17]([CH:23]([CH2:24][CH2:25][CH2:26][CH3:27])[OH:28])[cH:18][c:19]([CH3:22])[cH:20][cH:21]3)[cH:7][cH:8][n:9][c:10]2[cH:11][c:12]1[O:13][CH3:14].[OH2:29]>>[CH3:1][O:2][c:3]1[cH:4][c:5]2[c:6]([O:15][c:16]3[c:17]([C:23]([CH2:24][CH2:25][CH2:26][CH3:27])=[O:28])[cH:18][c:19]([CH3:22])[cH:20][cH:21]3)[cH:7][cH:8][n:9][c:10]2[cH:11][c:12]1[O:13][CH3:14].